Task: describe an organic reaction: reactants, conditions, products, and yield. Dataset: the Open Reaction Database (ORD), a public repository of structured organic reaction records Starting materials: Cl (Hydrochloric acid), C(O)([O-])=O.[Na+] (sodium hydrogen carbonate), crude crystals, N([C@H](CCCCNC(=O)OC(C)(C)C)C(=O)N[C@H](CCCCNC(=O)OC(C)(C)C)C(=O)N[C@@H](CC(C)C)C(=O)N[C@@H](CC(C)C)C(=O)OCC1=CC=CC=C1)C(=O)OCC1C2=CC=CC=C2C2=CC=CC=C12 (Fmoc-D-Lys(Boc)-D-Lys(Boc)-Leu-Leu-OBzl). Run in C(Cl)(Cl)Cl (chloroform), C(Cl)(Cl)Cl (chloroform), CCCCCCC (heptane), FC(C(=O)O)(F)F (trifluoroacetic acid). Reaction conditions: temperature 12.5 celsius, time 3 hour. Yields the product N([C@H](CCCCNC(=O)OC(C)(C)C)C(=O)N[C@H](CCCCNC(=O)OC(C)(C)C)C(=O)N[C@@H](CC(C)C)C(=O)N[C@@H](CC(C)C)C(=O)O)C(=O)OCC1C2=CC=CC=C2C2=CC=CC=C12 (Fmoc-D-Lys(Boc)-D-Lys(Boc)-Leu-Leu-OH). The yield is 93.0%. Reaction SMILES: [NH:1]([C:57]([O:59][CH2:60][CH:61]1[C:73]2[C:68](=[CH:69][CH:70]=[CH:71][CH:72]=2)[C:67]2[C:62]1=[CH:63][CH:64]=[CH:65][CH:66]=2)=[O:58])[C@@H:2]([C:15]([NH:17][C@@H:18]([C:31]([NH:33][C@H:34]([C:39]([NH:41][C@H:42]([C:47]([O:49]CC1C=CC=CC=1)=[O:48])[CH2:43][CH:44]([CH3:46])[CH3:45])=[O:40])[CH2:35][CH:36]([CH3:38])[CH3:37])=[O:32])[CH2:19][CH2:20][CH2:21][CH2:22][NH:23][C:24]([O:26][C:27]([CH3:30])([CH3:29])[CH3:28])=[O:25])=[O:16])[CH2:3][CH2:4][CH2:5][CH2:6][NH:7][C:8]([O:10][C:11]([CH3:14])([CH3:13])[CH3:12])=[O:9].C(=O)([O-])O.[Na+].Cl>C(Cl)(Cl)Cl.CCCCCCC.FC(F)(F)C(O)=O>[NH:1]([C:57]([O:59][CH2:60][CH:61]1[C:62]2[C:67](=[CH:66][CH:65]=[CH:64][CH:63]=2)[C:68]2[C:73]1=[CH:72][CH:71]=[CH:70][CH:69]=2)=[O:58])[C@@H:2]([C:15]([NH:17][C@@H:18]([C:31]([NH:33][C@H:34]([C:39]([NH:41][C@H:42]([C:47]([OH:49])=[O:48])[CH2:43][CH:44]([CH3:46])[CH3:45])=[O:40])[CH2:35][CH:36]([CH3:38])[CH3:37])=[O:32])[CH2:19][CH2:20][CH2:21][CH2:22][NH:23][C:24]([O:26][C:27]([CH3:30])([CH3:29])[CH3:28])=[O:25])=[O:16])[CH2:3][CH2:4][CH2:5][CH2:6][NH:7][C:8]([O:10][C:11]([CH3:13])([CH3:14])[CH3:12])=[O:9] |f:1.2|. Procedure details: The crude crystals (1.23 g) of Fmoc-D-Lys(Boc)-D-Lys(Boc)-Leu-Leu-OBzl (2-MeO-4-OC12OC22) were dissolved in a mixture of chloroform (12 mL) and heptane (12 mL), and 3% trifluoroacetic acid/(chloroform-heptane=1:1) solution was added dropwise under ice-cooling. The reaction mixture was stirred in a water bath at 10-15° C. for 3 hr, and 2.5% aqueous sodium hydrogen carbonate solution (18 mL) and chloroform (18 mL) were added. 0.1N Hydrochloric acid was added, and the aqueous layer was adjusted to ... Reactants: C(C)(=O)C=1C(=NC(=CC1C1=CC(=CC=C1)[N+](=O)[O-])C(NCCN1CCOCC1)=O)C (3-acetyl-2-methyl-6-(2-morpholinoethylcarbamoyl)-4-(3-nitrophenyl)pyridine), [BH4-].[Na+] (sodium borohydride), ice water, C(Cl)(Cl)Cl (chloroform). Solvent: CO (methanol). Reaction conditions: time 1 hour. Yields the product OC(C)C=1C(=NC(=CC1C1=CC(=CC=C1)[N+](=O)[O-])C(NCCN1CCOCC1)=O)C (3-(1-hydroxyethyl)-2-methyl-6-(2-morpholinoethylcarbamoyl)-4- (3-nitrophenyl)pyridine). Isolated yield 50.8%. As a reaction SMILES: [C:1]([C:4]1[C:5]([CH3:30])=[N:6][C:7]([C:19](=[O:29])[NH:20][CH2:21][CH2:22][N:23]2[CH2:28][CH2:27][O:26][CH2:25][CH2:24]2)=[CH:8][C:9]=1[C:10]1[CH:15]=[CH:14][CH:13]=[C:12]([N+:16]([O-:18])=[O:17])[CH:11]=1)(=[O:3])[CH3:2].[BH4-].[Na+].C(Cl)(Cl)Cl>CO>[OH:3][CH:1]([C:4]1[C:5]([CH3:30])=[N:6][C:7]([C:19](=[O:29])[NH:20][CH2:21][CH2:22][N:23]2[CH2:24][CH2:25][O:26][CH2:27][CH2:28]2)=[CH:8][C:9]=1[C:10]1[CH:15]=[CH:14][CH:13]=[C:12]([N+:16]([O-:18])=[O:17])[CH:11]=1)[CH3:2] |f:1.2|. Procedure details: To a solution of 3-acetyl-2-methyl-6-(2-morpholinoethylcarbamoyl)-4-(3-nitrophenyl)pyridine (3 g) in methanol (30 ml) was added sodium borohydride (0.28 g) under ice-cooling. After stirring for 1 hour at same temperature, the solution was poured into a mixture of ice water (50 ml) and chloroform (50 ml). The organic layer was washed with brine and dried over magnesium sulfate. After evaporating the solvent, the residue was recrystallized from a mixture of ethanol and ethyl acetate to give 3-(1-h... The reactants are N1C(C2(C3=CC=CC=C13)COC1=CC3=C(OCCO3)C=C12)=O (2,3-dihydrospiro[furo[2,3-g][1,4]benzodioxine-8,3′-indol]-2′(1′H)-one), BrCC=1OC(=CC1)C(F)(F)F (2-(bromomethyl)-5-(trifluoromethyl)furan), CC1=NOC2=C1C=C1C(=C2)OCC12C(NC1=CC=CC=C21)=O (3-methylspiro[furo[3,2-f][1,2]benzisoxazole-5,3′-indol]-2′(1′H)-one), BrCCOCCOC (1-bromo-2-(2-methoxyethoxy)ethane). As a reaction SMILES: [NH:1]1[C:9]2[C:4](=[CH:5][CH:6]=[CH:7][CH:8]=2)[C:3]2([C:21]3[C:12](=[CH:13][C:14]4[O:19][CH2:18][CH2:17][O:16][C:15]=4[CH:20]=3)[O:11][CH2:10]2)[C:2]1=[O:22].CC1C2C=C3C4(C5C(=CC=CC=5)NC4=O)COC3=CC=2ON=1.Br[CH2:46][CH2:47][O:48][CH2:49][CH2:50][O:51][CH3:52].BrCC1OC(C(F)(F)F)=CC=1>>[CH3:52][O:51][CH2:50][CH2:49][O:48][CH2:47][CH2:46][N:1]1[C:9]2[C:4](=[CH:5][CH:6]=[CH:7][CH:8]=2)[C:3]2([C:21]3[C:12](=[CH:13][C:14]4[O:19][CH2:18][CH2:17][O:16][C:15]=4[CH:20]=3)[O:11][CH2:10]2)[C:2]1=[O:22]. Yields the product COCCOCCN1C(C2(C3=CC=CC=C13)COC1=CC3=C(OCCO3)C=C12)=O (1′-[2-(2-methoxyethoxy)ethyl]-2,3-dihydrospiro[furo[2,3-g][1,4]benzodioxine-8,3′-indol]-2′(1′H)-one). Procedure details: Following the procedure as described in EXAMPLE 9 and making non-critical variations using 2,3-dihydrospiro[furo[2,3-g][1,4]benzodioxine-8,3′-indol]-2′(1′H)-one to replace 3-methylspiro[furo[3,2-f][1,2]benzisoxazole-5,3′-indol]-2′(1′H)-one, and 1-bromo-2-(2-methoxyethoxy)ethane to replace 2-(bromomethyl)-5-(trifluoromethyl)furan, 1′-[2-(2-methoxyethoxy)ethyl]-2,3-dihydrospiro[furo[2,3-g][1,4]benzodioxine-8,3′-indol]-2′(1′H)-one was obtained (65%) as a colorless solid: mp 90-91° C.; 1H NMR (300 M... The reactants are FC(C(=O)O)(F)F (trifluoroacetic acid), C1(=CC=CC2=CC=CC=C12)CN1C(=O)N(C=2N=C(N(C2C1=O)CC#CC)N1CC(CCC1)NC(=O)OC(C)(C)C)CC(=O)OC (1-(naphth-1-ylmethyl)-3-(methoxycarbonylmethyl)-7-(but-2-ynyl)-8-(3-tert-butoxycarbonylamino-piperidin-1-yl)-xanthine), C([O-])([O-])=O.[K+].[K+] (potassium carbonate). Run in ClCCl (dichloromethane). Conditions: time 3 hour. Yields the product C1(=CC=CC2=CC=CC=C12)CN1C(=O)N(C=2N=C(N(C2C1=O)CC#CC)N1CC(CCC1)N)CC(=O)OC (1-(naphth-1-ylmethyl)-3-(methoxycarbonylmethyl)-7-(but-2-ynyl)-8-(3-amino-piperidin-1-yl)-xanthine). RXN SMILES: FC(F)(F)C(O)=O.[C:8]1([CH2:18][N:19]2[C:28](=[O:29])[C:27]3[N:26]([CH2:30][C:31]#[C:32][CH3:33])[C:25]([N:34]4[CH2:39][CH2:38][CH2:37][CH:36]([NH:40]C(OC(C)(C)C)=O)[CH2:35]4)=[N:24][C:23]=3[N:22]([CH2:48][C:49]([O:51][CH3:52])=[O:50])[C:20]2=[O:21])[C:17]2[C:12](=[CH:13][CH:14]=[CH:15][CH:16]=2)[CH:11]=[CH:10][CH:9]=1.C(=O)([O-])[O-].[K+].[K+]>ClCCl>[C:8]1([CH2:18][N:19]2[C:28](=[O:29])[C:27]3[N:26]([CH2:30][C:31]#[C:32][CH3:33])[C:25]([N:34]4[CH2:39][CH2:38][CH2:37][CH:36]([NH2:40])[CH2:35]4)=[N:24][C:23]=3[N:22]([CH2:48][C:49]([O:51][CH3:52])=[O:50])[C:20]2=[O:21])[C:17]2[C:12](=[CH:13][CH:14]=[CH:15][CH:16]=2)[CH:11]=[CH:10][CH:9]=1 |f:2.3.4|. Procedure: 0.7 ml of trifluoroacetic acid are added to a solution of 200 mg 1-(naphth-1-ylmethyl)-3-(methoxycarbonylmethyl)-7-(but-2-ynyl)-8-(3-tert-butoxycarbonylamino-piperidin-1-yl)-xanthine in 3 ml dichloromethane. The solution is stirred for 3 h at ambient temperature and then added to ice-cooled aqueous potassium carbonate solution. The aqueous phase is extracted with dichloromethane, the combined organic extracts are dried over sodium sulphate, and the solvent is removed. The residue is purified by ... Reactants: C=CCc1cc(C(C)=O)c(O)cc1OCCCCCC(=O)Cl, ClCCl, N. Yields the product C=CCc1cc(C(C)=O)c(O)cc1OCCCCCC(N)=O. As a reaction SMILES: [C:2]([CH3:3])(=[O:4])[c:5]1[cH:6][c:7]([CH2:21][CH:22]=[CH2:23])[c:8]([O:9][CH2:10][CH2:11][CH2:12][CH2:13][CH2:14][C:15](=[O:16])[Cl:17])[cH:18][c:19]1[OH:20].[CH2:24]([Cl:25])[Cl:26].[NH3:1]>>[NH2:1][C:15]([CH2:14][CH2:13][CH2:12][CH2:11][CH2:10][O:9][c:8]1[c:7]([CH2:21][CH:22]=[CH2:23])[cH:6][c:5]([C:2]([CH3:3])=[O:4])[c:19]([OH:20])[cH:18]1)=[O:16]. The reactants are solution, Cl (hydrogen chloride), CN(C(=O)C1(CCN(CC1)C(=O)OC(C)(C)C)C1=CC=CC=C1)C (N,N-dimethyl-1-t-butoxycarbonyl-4-phenylpiperidine-4-carboxamide). The solvent is O1CCOCC1 (dioxane), C(C)(=O)OCC (ethyl acetate). Reaction conditions: temperature 0 celsius, time 1 hour. The product is Cl.CN(C(=O)C1(CCNCC1)C1=CC=CC=C1)C (N,N-Dimethyl-4-phenylpiperidine-4-carboxamide hydrochloride). Yield: 95.0%. As a reaction SMILES: [CH3:1][N:2]([CH3:24])[C:3]([C:5]1([C:18]2[CH:23]=[CH:22][CH:21]=[CH:20][CH:19]=2)[CH2:10][CH2:9][N:8](C(OC(C)(C)C)=O)[CH2:7][CH2:6]1)=[O:4].[ClH:25]>C(OCC)(=O)C.O1CCOCC1>[ClH:25].[CH3:1][N:2]([CH3:24])[C:3]([C:5]1([C:18]2[CH:23]=[CH:22][CH:21]=[CH:20][CH:19]=2)[CH2:6][CH2:7][NH:8][CH2:9][CH2:10]1)=[O:4] |f:4.5|. Reported procedure: 900 mg (2.7 mmole) of N,N-dimethyl-1-t-butoxycarbonyl-4-phenylpiperidine-4-carboxamide (prepared as described in Preparation 1) were dissolved in 10 ml of ethyl acetate, and 5 ml of a 4 N solution of hydrogen chloride in dioxane were added, whilst ice-cooling. The mixture was then stirred at 0° C. for 1 hour. At the end of this time, the crystals which had deposited were collected by filtration, to give 690 mg (yield 95%) of the title compound as white crystals.